This data is from the Open Reaction Database (ORD), a public repository of structured organic reaction records. The task is: describe an organic reaction: reactants, conditions, products, and yield The reactants are C(C)(=O)O (acetic acid), CC1=NN2C(C=CC=C2)=C1C(CC)=O (2-Methyl-3-propionylpyrazolo[1,5-a]pyridine), C(OC)(OC)=O (dimethyl carbonate), [H-].[Na+] (sodium hydride). Run in O (water), O (water). The product is CC(C(=O)OC)C(=O)C=1C(=NN2C1C=CC=C2)C (Methyl 2-methyl-3-(2-methylpyrazolo[1,5-a]pyridine-3-yl)-3-oxopropionate). Reaction SMILES: [CH3:1][C:2]1[C:10]([C:11](=[O:14])[CH2:12][CH3:13])=[C:5]2[CH:6]=[CH:7][CH:8]=[CH:9][N:4]2[N:3]=1.[C:15](=O)([O:18]C)[O:16][CH3:17].[H-].[Na+].C(O)(=O)C>O>[CH3:13][CH:12]([C:11]([C:10]1[C:2]([CH3:1])=[N:3][N:4]2[CH:9]=[CH:8][CH:7]=[CH:6][C:5]=12)=[O:14])[C:15]([O:16][CH3:17])=[O:18] |f:2.3|. Procedure details: 2-Methyl-3-propionylpyrazolo[1,5-a]pyridine (5.28 g) was dissolved into dimethyl carbonate (100 ml), and, after adding sodium hydride (3.37 g), the mixture was refluxed for 8 hours under heat. Under cooling in water bath, acetic acid was added, then, following dilution with water, the mixture was extracted with methylene chloride. After the organic layer was dried over anhydrous sodium sulfate, solvent was distilled off under reduced pressure and the residue was purified by means of silica gel c... The reactants are crude solution, C(C)(C)NC1=NC(=NC(=C1)C)SC (N-isopropyl-6-methyl-2-(methylthio)pyrimidin-4-amine), ICl (ICl). Run in CO (methanol). Reaction conditions: time 3 hour. Yields the product IC=1C(=NC(=NC1C)SC)NC(C)C (5-iodo-N-isopropyl-6-methyl-2-(methylthio)pyrimidin-4-amine). Reaction SMILES: [CH:1]([NH:4][C:5]1[CH:10]=[C:9]([CH3:11])[N:8]=[C:7]([S:12][CH3:13])[N:6]=1)([CH3:3])[CH3:2].[I:14]Cl>CO>[I:14][C:10]1[C:5]([NH:4][CH:1]([CH3:3])[CH3:2])=[N:6][C:7]([S:12][CH3:13])=[N:8][C:9]=1[CH3:11]. Procedure details: To a crude solution of N-isopropyl-6-methyl-2-(methylthio)pyrimidin-4-amine (44.6 g, 224 mmol), prepared using analogous procedures as described in Example 1, in 400 mL of methanol was added ICl (40.0 g, 246 mmol) in small portions at room temperature. The reaction mixture was then stirred at for 3 h monitoring by LC/MS. After evaporation of solvent by rotary evaporator, the residue was triturated with acetone to yield 5-iodo-N-isopropyl-6-methyl-2-(methylthio)pyrimidin-4-amine. 1H NMR (400 MHz,... Starting materials: ClC=1C(=NC=NC1Cl)N (5,6-dichloropyrimidin-4-amine), N[C@H]1C[C@H](CCC1)NC(OC(C)(C)C)=O (tert-butyl (cis-3-aminocyclohexyl)carbamate), O(C1=CC=CC=C1)C1=CC=C(C=C1)B(O)O ((4-phenoxyphenyl)boronic acid), C(C=C)(=O)Cl (acryloyl chloride). Reaction SMILES: Cl[C:2]1[C:3]([NH2:9])=[N:4][CH:5]=[N:6][C:7]=1Cl.[NH2:10][C@@H:11]1[CH2:16][CH2:15][CH2:14][C@H:13]([NH:17][C:18](=[O:24])OC(C)(C)C)[CH2:12]1.[O:25]([C:32]1[CH:37]=[CH:36][C:35](B(O)O)=[CH:34][CH:33]=1)[C:26]1[CH:31]=[CH:30][CH:29]=[CH:28][CH:27]=1.[C:41](Cl)(=O)[CH:42]=C>>[NH2:9][C:3]1[N:4]=[CH:5][N:6]=[C:7]([NH:10][C@H:11]2[CH2:16][CH2:15][CH2:14][C@@H:13]([NH:17][C:18](=[O:24])[CH:41]=[CH2:42])[CH2:12]2)[C:2]=1[C:29]1[CH:30]=[CH:31][C:26]([O:25][C:32]2[CH:37]=[CH:36][CH:35]=[CH:34][CH:33]=2)=[CH:27][CH:28]=1. Procedure: N-((1R,3S)-3-((6-amino-5-(4-phenoxyphenyl)pyrimidin-4-yl)amino)cyclohexyl)acrylamide was prepared from 5,6-dichloropyrimidin-4-amine, tert-butyl (cis-3-aminocyclohexyl)carbamate, (4-phenoxyphenyl)boronic acid, and acryloyl chloride using methods B, C, D, F and chiral separation. HPLC: 98%. MS: m/z=430 [M+H]+. Yields the product NC1=C(C(=NC=N1)N[C@@H]1C[C@@H](CCC1)NC(C=C)=O)C1=CC=C(C=C1)OC1=CC=CC=C1 (N-((1R,3S)-3-((6-amino-5-(4-phenoxyphenyl)pyrimidin-4-yl)amino)cyclohexyl)acrylamide). The reactants are C(C=C)OC(=O)O[C@H](C)[C@@H]1[C@@H]2N(C(=C([C@@H]2C)CN2S(C3=CC=CC=C3C=N2)(=O)=O)C(=O)OCC=C)C1=O (allyl (1S,5R,6S)-6-(1(R)-allyloxycarbonyloxy-ethyl]-2-(1,1-dioxo-2H-1-thia-2,3-diaza-naphthalen-2-ylmethyl)-1-methyl-carbapen-2-em-3-carboxylate), C1(=CC=CC=C1)P(C1=CC=CC=C1)C1=CC=CC=C1 (triphenylphosphine), C(C)C(C(=O)[O-])CCCC.[Na+] (sodium 2-ethyl-hexanoate), C(C)(=O)OCC (ethyl acetate), C(C)C(C(=O)O)CCCC (2-ethyl-hexanoic acid). The reagents and catalysts are C=1C=CC(=CC1)[P](C=2C=CC=CC2)(C=3C=CC=CC3)[Pd]([P](C=4C=CC=CC4)(C=5C=CC=CC5)C=6C=CC=CC6)([P](C=7C=CC=CC7)(C=8C=CC=CC8)C=9C=CC=CC9)[P](C=1C=CC=CC1)(C=1C=CC=CC1)C=1C=CC=CC1 (Tetrakis(triphenylphosphine)palladium(0)). Solvent: C(C)OCC (diethyl ether), ice, ClCCl.C(C)(=O)OCC (dichloromethane ethyl acetate). Run at time 30 minute. Product: O=S1(N(N=CC2=CC=CC=C12)CC=1[C@@H]([C@H]2N(C1C(=O)[O-])C([C@@H]2[C@@H](C)O)=O)C)=O.[Na+] (Sodium (1S,5R,6S)-2-(1,1-dioxo-2H-1-thia-2,3-diaza-naphthalen-2-ylmethyl)-6-[1(R)-hydroxy-ethyl]-1-methyl-carbapen-2-em-3-carboxylate). Reaction SMILES: C(OC([O:7][C@@H:8]([C@H:10]1[C:36](=[O:37])[N:12]2[C:13]([C:30]([O:32]CC=C)=[O:31])=[C:14]([CH2:17][N:18]3[N:27]=[CH:26][C:25]4[C:20](=[CH:21][CH:22]=[CH:23][CH:24]=4)[S:19]3(=[O:29])=[O:28])[C@H:15]([CH3:16])[C@H:11]12)[CH3:9])=O)C=C.C1(P(C2C=CC=CC=2)C2C=CC=CC=2)C=CC=CC=1.C(C(CCCC)C([O-])=O)C.[Na+:67].C(OCC)(=O)C.C(C(CCCC)C(O)=O)C>C(OCC)C.C1C=CC([P]([Pd]([P](C2C=CC=CC=2)(C2C=CC=CC=2)C2C=CC=CC=2)([P](C2C=CC=CC=2)(C2C=CC=CC=2)C2C=CC=CC=2)[P](C2C=CC=CC=2)(C2C=CC=CC=2)C2C=CC=CC=2)(C2C=CC=CC=2)C2C=CC=CC=2)=CC=1.ClCCl.C(OCC)(=O)C>[O:29]=[S:19]1(=[O:28])[C:20]2[C:25](=[CH:24][CH:23]=[CH:22][CH:21]=2)[CH:26]=[N:27][N:18]1[CH2:17][C:14]1[C@H:15]([CH3:16])[C@@H:11]2[C@@H:10]([C@H:8]([OH:7])[CH3:9])[C:36](=[O:37])[N:12]2[C:13]=1[C:30]([O-:32])=[O:31].[Na+:67] |f:2.3,8.9,10.11,^1:92,94,113,132|. Reported procedure: The product from step 1 (29 mg, 0.055 mmol), triphenylphosphine (6.3 mg, 0.024 mmol), 0.5M sodium 2-ethyl-hexanoate in ethyl acetate (0.125 mL, 0.063 mmol), and 2-ethyl-hexanoic acid (0.0098 mL, 0.061 mmol) were dissolved in 1:1 dichloromethane-ethyl acetate (1 mL). Tetrakis(triphenylphosphine)palladium(0) (7 mg, 0.0061 mmol) was added and the resulting mixture was stirred at room temperature for 30 minutes. The mixture was diluted with diethyl ether (7 mL) and extracted with water (2×1.5 mL). T... The reactants are [H-].[Na+] (NaH), C(C)(C)(C)C=1C=C(C=CC1)C(C)=O (1-(3-tert-butyl-phenyl)-ethanone), C1(CCCO1)=O (γ-butyrolactone), [Cl-].[NH4+] (ammonium chloride). The solvent is CCOCC (ether), CCOCC (ether), C(C)O (ethanol), C(C)O (ethanol). Run at time 72 hour. The product is O=C(CC(CCCO)=O)C1=CC(=CC=C1)C(C)(C)C (1,3-dioxo-6-hydroxy-1(3′-tert-butyl-phenyl)-hexane), crude product. Reaction SMILES: [H-].[Na+].[C:3]1(=[O:8])[O:7][CH2:6][CH2:5][CH2:4]1.[C:9]([C:13]1[CH:14]=[C:15]([C:19](=[O:21])[CH3:20])[CH:16]=[CH:17][CH:18]=1)([CH3:12])([CH3:11])[CH3:10].[Cl-].[NH4+]>CCOCC.C(O)C>[O:21]=[C:19]([C:15]1[CH:16]=[CH:17][CH:18]=[C:13]([C:9]([CH3:12])([CH3:11])[CH3:10])[CH:14]=1)[CH2:20][C:3](=[O:8])[CH2:4][CH2:5][CH2:6][OH:7] |f:0.1,4.5|. Procedure: To a stirring suspension of NaH (60% in oil, 7.66 g) in ether (480 ml) at 0° C. was added ethanol (479 μL), followed by γ-butyrolactone (6.18 ml). This was followed by dropwise addition of 1-(3-tert-butyl-phenyl)-ethanone (13.5 g) in ether (80 ml). The resulting mixture was allowed to warm to room temperature and stirred for 72 hours. After careful addition of ethanol (10.5 ml), ammonium chloride solution (10 g in 250 ml water) was then added, ether layer was then separated and washed with brine... Starting materials: ClC1=C(CBr)C=CC=C1 (2-chlorobenzyl bromide), O (water), 5.1, CN1C=CCC1 (1-methylpyrroline), [Li]CCCC (BuLi). The solvent is C1CCOC1 (THF), C1CCOC1 (THF). Run at time 30 minute. The product is ClC1=C(C=CC=C1)CCC=1CCCN1 (5-[2-(2-chlorophenyl)ethyl]-3,4-dihydro-2H-pyrrole). Reaction SMILES: C[N:2]1[CH2:6][CH2:5][CH:4]=[CH:3]1.[Li][CH2:8]CCC.[Cl:12][C:13]1[CH:20]=[CH:19][CH:18]=[CH:17][C:14]=1[CH2:15]Br.O>C1COCC1>[Cl:12][C:13]1[CH:20]=[CH:19][CH:18]=[CH:17][C:14]=1[CH2:15][CH2:8][C:3]1[CH2:4][CH2:5][CH2:6][N:2]=1. Procedure: 5.1 3 ml of 1-methylpyrroline are dissolved in 25 nil of THF and deprotonated at −78° C. for 30 minutes using 22.6 ml of BuLi (1 M in hexane). 6.5 g of 2-chlorobenzyl bromide are dissolved in 25 ml of THF and added dropwise at the temperature indicated. After 30 minutes, the mixture is allowed to warm to RT for 12 hours. For work-up, 50 ml of water are added, and the mixture is extracted to exhaustion with dichloromethane. The combined organic phases are dried over sodium sulfate, evaporated and... Reactants: CC(C)C1=C(C(=C(N1CC[C@H](C[C@H](CC(=O)[O-])O)O)C=2C=CC(=CC2)F)C=3C=CC=CC3)C(=O)NC=4C=CC=CC4.CC(C)C1=C(C(=C(N1CC[C@H](C[C@H](CC(=O)[O-])O)O)C=2C=CC(=CC2)F)C=3C=CC=CC3)C(=O)NC=4C=CC=CC4.[Ca+2] (Atorvastatin calcium), C(C)(=O)OCC (ethyl acetate). Solvent: C(C(C)O)O (racemic propylene glycol). Conditions: temperature 57.5 celsius, time 9 hour. Product: CC(C)C1=C(C(=C(N1CC[C@H](C[C@H](CC(=O)[O-])O)O)C2=CC=C(C=C2)F)C3=CC=CC=C3)C(=O)NC4=CC=CC=C4.CC(C)C1=C(C(=C(N1CC[C@H](C[C@H](CC(=O)[O-])O)O)C2=CC=C(C=C2)F)C3=CC=CC=C3)C(=O)NC4=CC=CC=C4.CC(CO)O.[Ca+2] (atorvastatin calcium propylene glycol solvate). Reaction SMILES: [CH3:1][CH:2]([C:4]1[N:8]([CH2:9][CH2:10][C@@H:11]([OH:19])[CH2:12][C@@H:13]([OH:18])[CH2:14][C:15]([O-:17])=[O:16])[C:7]([C:20]2[CH:21]=[CH:22][C:23]([F:26])=[CH:24][CH:25]=2)=[C:6]([C:27]2[CH:28]=[CH:29][CH:30]=[CH:31][CH:32]=2)[C:5]=1[C:33]([NH:35][C:36]1[CH:37]=[CH:38][CH:39]=[CH:40][CH:41]=1)=[O:34])[CH3:3].[CH3:42][CH:43]([C:45]1[N:49]([CH2:50][CH2:51][C@@H:52]([OH:60])[CH2:53][C@@H:54]([OH:59])[CH2:55][C:56]([O-:58])=[O:57])[C:48]([C:61]2[CH:62]=[CH:63][C:64]([F:67])=[CH:65][CH:66]=2)=[C:47]([C:68]2[CH:69]=[CH:70][CH:71]=[CH:72][CH:73]=2)[C:46]=1[C:74]([NH:76][C:77]1[CH:78]=[CH:79][CH:80]=[CH:81][CH:82]=1)=[O:75])[CH3:44].[Ca+2:83].C(OCC)(=[O:86])C>C(O)C(O)C>[CH3:3][CH:2]([C:4]1[N:8]([CH2:9][CH2:10][C@@H:11]([OH:19])[CH2:12][C@@H:13]([OH:18])[CH2:14][C:15]([O-:17])=[O:16])[C:7]([C:20]2[CH:21]=[CH:22][C:23]([F:26])=[CH:24][CH:25]=2)=[C:6]([C:27]2[CH:28]=[CH:29][CH:30]=[CH:31][CH:32]=2)[C:5]=1[C:33]([NH:35][C:36]1[CH:37]=[CH:38][CH:39]=[CH:40][CH:41]=1)=[O:34])[CH3:1].[CH3:44][CH:43]([C:45]1[N:49]([CH2:50][CH2:51][C@@H:52]([OH:60])[CH2:53][C@@H:54]([OH:59])[CH2:55][C:56]([O-:58])=[O:57])[C:48]([C:61]2[CH:62]=[CH:63][C:64]([F:67])=[CH:65][CH:66]=2)=[C:47]([C:68]2[CH:69]=[CH:70][CH:71]=[CH:72][CH:73]=2)[C:46]=1[C:74]([NH:76][C:77]1[CH:78]=[CH:79][CH:80]=[CH:81][CH:82]=1)=[O:75])[CH3:42].[CH3:15][CH:14]([OH:86])[CH2:13][OH:18].[Ca+2:83] |f:0.1.2,5.6.7.8|. Reported procedure: Atorvastatin calcium (5 g) was dissolved in racemic propylene glycol followed by the addition of 7 parts of ethyl acetate. The resulting mixture was warmed to 55-60° C. and stirred for 8-10 hours to afford a white suspension. The suspension was cooled to 20-25° C. and filtered to provide 3.3 g of atorvastatin calcium propylene glycol solvate after drying under vacuum at 50-60° C. Propylene glycol content: 6% by NMR. Reactants: COc1cccc2cc[nH]c12, Ic1ccccc1. Product: COc1cccc2ccn(-c3ccccc3)c12. RXN SMILES: [CH3:1][O:2][c:3]1[cH:4][cH:5][cH:6][c:7]2[cH:8][cH:9][nH:10][c:11]12.[I:12][c:13]1[cH:14][cH:15][cH:16][cH:17][cH:18]1>>[CH3:1][O:2][c:3]1[cH:4][cH:5][cH:6][c:7]2[cH:8][cH:9][n:10](-[c:13]3[cH:14][cH:15][cH:16][cH:17][cH:18]3)[c:11]12. The reactants are [Br-], CC(=O)OCC=CC1CCC(c2ccc(C#N)cc2)CC1, CC[Mg+], [Cl-], [NH4+], C1CCOC1. Product: CCCC=CC1CCC(c2ccc(C#N)cc2)CC1. As a reaction SMILES: [Br-:1].[C:5]([O:6][CH2:9][CH:10]=[CH:11][CH:12]1[CH2:13][CH2:14][CH:15]([c:18]2[cH:19][cH:20][c:21]([C:22]#[N:23])[cH:24][cH:25]2)[CH2:16][CH2:17]1)(=[O:7])[CH3:8].[CH2:2]([CH3:3])[Mg+:4].[Cl-:26].[NH4+:27].[O:28]1[CH2:29][CH2:30][CH2:31][CH2:32]1>>[CH2:2]([CH3:3])[CH2:9][CH:10]=[CH:11][CH:12]1[CH2:13][CH2:14][CH:15]([c:18]2[cH:19][cH:20][c:21]([C:22]#[N:23])[cH:24][cH:25]2)[CH2:16][CH2:17]1. The reactants are COc1ccccc1COCCCOc1ccc(C2CCN(C(=O)OC(C)(C)C)CC2O)cc1, CN(C)C=O, C[Si](C)(C)CCOCOc1ccc2ccc(CCl)cc2c1, [H-], [Na+]. The product is COc1ccccc1COCCCOc1ccc(C2CCN(C(=O)OC(C)(C)C)CC2OCc2ccc3ccc(OCOCC[Si](C)(C)C)cc3c2)cc1. RXN SMILES: [C:1]([CH3:2])([CH3:3])([CH3:4])[O:5][C:6](=[O:7])[N:8]1[CH2:9][CH:10]([OH:34])[CH:11]([c:14]2[cH:15][cH:16][c:17]([O:20][CH2:21][CH2:22][CH2:23][O:24][CH2:25][c:26]3[c:27]([O:32][CH3:33])[cH:28][cH:29][cH:30][cH:31]3)[cH:18][cH:19]2)[CH2:12][CH2:13]1.[CH3:58][N:59]([CH3:60])[CH:61]=[O:62].[Cl:35][CH2:36][c:37]1[cH:38][c:39]2[cH:40][c:41]([O:47][CH2:48][O:49][CH2:50][CH2:51][Si:52]([CH3:53])([CH3:54])[CH3:55])[cH:42][cH:43][c:44]2[cH:45][cH:46]1.[H-:56].[Na+:57]>>[C:1]([CH3:2])([CH3:3])([CH3:4])[O:5][C:6](=[O:7])[N:8]1[CH2:9][CH:10]([O:34][CH2:36][c:37]2[cH:38][c:39]3[cH:40][c:41]([O:47][CH2:48][O:49][CH2:50][CH2:51][Si:52]([CH3:53])([CH3:54])[CH3:55])[cH:42][cH:43][c:44]3[cH:45][cH:46]2)[CH:11]([c:14]2[cH:15][cH:16][c:17]([O:20][CH2:21][CH2:22][CH2:23][O:24][CH2:25][c:26]3[c:27]([O:32][CH3:33])[cH:28][cH:29][cH:30][cH:31]3)[cH:18][cH:19]2)[CH2:12][CH2:13]1.